From a dataset of the Open Reaction Database (ORD), a public repository of structured organic reaction records. describe an organic reaction: reactants, conditions, products, and yield Reactants: C(C)(=O)O[BH-](OC(C)=O)OC(C)=O.[Na+] (sodium triacetoxyborohydride), CN(C(=O)[C@H]1CN2C(C([C@H]1CC2)=O)C(C2=CC=CC=C2)C2=CC=CC=C2)C ((3R*,4S*) N,N-Dimethyl-6-diphenylmethyl-5-oxo-1-azabicyclo[2.2.2]octane-3-carboxamide), COC1=C(CN)C=C(C=C1)OC (2,5-dimethoxybenzyl amine), O (water). Run in C(C)(=O)O (acetic acid), C1(=CC=CC=C1)C (toluene). Conditions: time 3 hour. Yields the product COC1=C(CN[C@H]2[C@@H]3[C@H](CN([C@H]2C(C2=CC=CC=C2)C2=CC=CC=C2)CC3)C(=O)N)C=C(C=C1)OC ((3R*,4S*,5S*,6S*)-5-(2,5-Dimethoxybenzylamino)-6-diphenylmethyl-1-azabicyclo[2.2.2]octane-3-carboxamide). The yield is 18.7%. As a reaction SMILES: C[N:2](C)[C:3]([C@@H:5]1[C@@H:10]2[CH2:11][CH2:12][N:7]([CH:8]([CH:14]([C:21]3[CH:26]=[CH:25][CH:24]=[CH:23][CH:22]=3)[C:15]3[CH:20]=[CH:19][CH:18]=[CH:17][CH:16]=3)[C:9]2=O)[CH2:6]1)=[O:4].[CH3:28][O:29][C:30]1[CH:37]=[CH:36][C:35]([O:38][CH3:39])=[CH:34][C:31]=1[CH2:32][NH2:33].O.C(O[BH-](OC(=O)C)OC(=O)C)(=O)C.[Na+]>C1(C)C=CC=CC=1.C(O)(=O)C>[CH3:28][O:29][C:30]1[CH:37]=[CH:36][C:35]([O:38][CH3:39])=[CH:34][C:31]=1[CH2:32][NH:33][C@@H:9]1[C@H:8]([CH:14]([C:21]2[CH:22]=[CH:23][CH:24]=[CH:25][CH:26]=2)[C:15]2[CH:20]=[CH:19][CH:18]=[CH:17][CH:16]=2)[N:7]2[CH2:12][CH2:11][C@H:10]1[C@@H:5]([C:3]([NH2:2])=[O:4])[CH2:6]2 |f:3.4|. Reported procedure: A mixture of 48 (1.2 g, 3 mmol), 2,5-dimethoxybenzyl amine (0.6 g, 3.3 mmol) camphor sulfonic acid (45 mg) in toluene (15 ml) was heated at reflux with removal of water for 3 hours and then the solvent was removed. The residue was dissolved in small amount of THF (3 ml) and this solution was added to a solution of sodium triacetoxyborohydride (1.7 g, 8 mmol) in acetic acid (40 ml) at room temperature. The mixture was stirred at room temperature for 3 hours and the solvent was removed. Water was ... Reactants: COc1cccc2c(C=O)c[nH]c12, COc1cc(C(C)=O)cc(OC)c1OC. The product is COc1cc(C(=O)C=Cc2c[nH]c3c(OC)cccc23)cc(OC)c1OC. Reaction SMILES: [CH3:16][O:17][c:18]1[cH:19][cH:20][cH:21][c:22]2[c:23]([CH:27]=[O:28])[cH:24][nH:25][c:26]12.[CH3:1][O:2][c:3]1[cH:4][c:5]([C:13]([CH3:14])=[O:15])[cH:6][c:7]([O:11][CH3:12])[c:8]1[O:9][CH3:10]>>[CH3:1][O:2][c:3]1[cH:4][c:5]([C:13]([CH:14]=[CH:27][c:23]2[c:22]3[cH:21][cH:20][cH:19][c:18]([O:17][CH3:16])[c:26]3[nH:25][cH:24]2)=[O:15])[cH:6][c:7]([O:11][CH3:12])[c:8]1[O:9][CH3:10]. Starting materials: C(C1=CC=CC=C1)NC(C1=NC(=CC=C1OCC1=CC=CC=C1)Br)=O (N-benzyl-3-(benzyloxy)-6-bromopicolinamide), FC1=CC=C(C=C1)C=1OC2=C(C1C(=O)NC)C=C(C(=C2)N(S(=O)(=O)C)C)B2OC(C(O2)(C)C)(C)C (2-(4-fluorophenyl)-N-methyl-6-(N-methylmethylsulfonamido)-5-(4,4,5,5-tetramethyl-1,3,2-dioxaborolan-2-yl)benzofuran-3-carboxamide), K3PO4.3H2O, CC(C)C1=CC(=C(C(=C1)C(C)C)C2=C(C=CC=C2)P(C3CCCCC3)C4CCCCC4)C(C)C (X-Phos). Reagents/catalysts: C=1C=CC(=CC1)/C=C/C(=O)/C=C/C2=CC=CC=C2.C=1C=CC(=CC1)/C=C/C(=O)/C=C/C2=CC=CC=C2.C=1C=CC(=CC1)/C=C/C(=O)/C=C/C2=CC=CC=C2.[Pd].[Pd] (Pd2(dba)3). Run in O1CCOCC1.O (dioxane H2O). Conditions: temperature 110 celsius, time 1 hour. Product: C(C1=CC=CC=C1)NC(C1=NC(=CC=C1OCC1=CC=CC=C1)C=1C(=CC2=C(C(=C(O2)C2=CC=C(C=C2)F)C(NC)=O)C1)N(S(=O)(=O)C)C)=O (N-benzyl-3-(benzyloxy)-6-(2-(4-fluorophenyl)-3-(methylcarbamoyl)-6-(N-methylmethylsulfonamido)benzofuran-5-yl)picolinamide). Yield: 62.8%. As a reaction SMILES: [CH2:1]([NH:8][C:9](=[O:25])[C:10]1[C:15]([O:16][CH2:17][C:18]2[CH:23]=[CH:22][CH:21]=[CH:20][CH:19]=2)=[CH:14][CH:13]=[C:12](Br)[N:11]=1)[C:2]1[CH:7]=[CH:6][CH:5]=[CH:4][CH:3]=1.[F:26][C:27]1[CH:32]=[CH:31][C:30]([C:33]2[O:34][C:35]3[CH:45]=[C:44]([N:46]([CH3:51])[S:47]([CH3:50])(=[O:49])=[O:48])[C:43](B4OC(C)(C)C(C)(C)O4)=[CH:42][C:36]=3[C:37]=2[C:38]([NH:40][CH3:41])=[O:39])=[CH:29][CH:28]=1.CC(C1C=C(C(C)C)C(C2C=CC=CC=2P(C2CCCCC2)C2CCCCC2)=C(C(C)C)C=1)C>O1CCOCC1.O.C1C=CC(/C=C/C(/C=C/C2C=CC=CC=2)=O)=CC=1.C1C=CC(/C=C/C(/C=C/C2C=CC=CC=2)=O)=CC=1.C1C=CC(/C=C/C(/C=C/C2C=CC=CC=2)=O)=CC=1.[Pd].[Pd]>[CH2:1]([NH:8][C:9](=[O:25])[C:10]1[C:15]([O:16][CH2:17][C:18]2[CH:23]=[CH:22][CH:21]=[CH:20][CH:19]=2)=[CH:14][CH:13]=[C:12]([C:43]2[C:44]([N:46]([CH3:51])[S:47]([CH3:50])(=[O:49])=[O:48])=[CH:45][C:35]3[O:34][C:33]([C:30]4[CH:31]=[CH:32][C:27]([F:26])=[CH:28][CH:29]=4)=[C:37]([C:38](=[O:39])[NH:40][CH3:41])[C:36]=3[CH:42]=2)[N:11]=1)[C:2]1[CH:7]=[CH:6][CH:5]=[CH:4][CH:3]=1 |f:3.4,5.6.7.8.9|. Reported procedure: To a solution of N-benzyl-3-(benzyloxy)-6-bromopicolinamide (107 mg, 0.27 mmol), 2-(4-fluorophenyl)-N-methyl-6-(N-methylmethylsulfonamido)-5-(4,4,5,5-tetramethyl-1,3,2-dioxaborolan-2-yl)benzofuran-3-carboxamide (prepared according to previous patents, 117 mg, 0.23 mmol) and K3PO4.3H2O (187 mg, 0.70 mmol) in dioxane/H2O (3 mL) were added Pd2(dba)3 (11 mg, 0.01 mmol) and X-Phos (11 mg, 0.03 mmol) under N2. The mixture was stirred at 110° C. for 1 hour. Then it was filtered and extracted with EtOAc... Starting materials: C=COCC, ClCCl, CC(=O)C(C)(C)O, Cc1ccc(S(=O)(=O)[O-])cc1, c1cc[nH+]cc1. The product is CCOC(C)OC(C)(C)C(C)=O. Reaction SMILES: [CH2:25]([CH3:26])[O:27][CH:28]=[CH2:29].[CH2:30]([Cl:31])[Cl:32].[CH3:1][C:2]([C:3]([CH3:4])=[O:5])([CH3:6])[OH:7].[c:8]1([CH3:9])[cH:10][cH:11][c:12]([S:13]([O-:14])(=[O:15])=[O:16])[cH:17][cH:18]1.[nH+:19]1[cH:20][cH:21][cH:22][cH:23][cH:24]1>>[CH3:1][C:2]([C:3]([CH3:4])=[O:5])([CH3:6])[O:7][CH:28]([O:27][CH2:25][CH3:26])[CH3:29]. Starting materials: ice water, C(\C=C\C1=CC=CC=C1)(=O)[O-].[K+] (potassium transcinnamate), BrCC1=C(C=CC=C1)C(C(=O)OC)=O (methyl orthobromomethylphenylglyoxalate), [I-].[K+] (potassium iodide). Solvent: CN1C(CCC1)=O (N-methylpyrrolidone). Reaction conditions: temperature 23 celsius, time 15 hour. The product is C(C=CC1=CC=CC=C1)(=O)CC1=C(C=CC=C1)C(C(=O)OC)=O (methyl 2-(cinnamoylmethyl)-phenylglyoxalate). Reaction SMILES: [C:1]([O-:11])(=O)/[CH:2]=[CH:3]/[C:4]1[CH:9]=[CH:8][CH:7]=[CH:6][CH:5]=1.[K+].Br[CH2:14][C:15]1[CH:20]=[CH:19][CH:18]=[CH:17][C:16]=1[C:21](=[O:26])[C:22]([O:24][CH3:25])=[O:23].[I-].[K+]>CN1CCCC1=O>[C:1]([CH2:14][C:15]1[CH:20]=[CH:19][CH:18]=[CH:17][C:16]=1[C:21](=[O:26])[C:22]([O:24][CH3:25])=[O:23])(=[O:11])[CH:2]=[CH:3][C:4]1[CH:5]=[CH:6][CH:7]=[CH:8][CH:9]=1 |f:0.1,3.4|. Procedure: 10.4 g (56 millimoles) of potassium transcinnamate and 12.0 g (47 millimoles) of methyl orthobromomethylphenylglyoxalate are dissolved in 250 ml of N-methylpyrrolidone, a pinch of potassium iodide is added and the mixture is stirred for 15 hours at room temperature (23° C.). Thereafter, the mixture is poured onto 500 ml of ice water and extracted with 3×200 ml of methyl tert-butyl ether and the organic phase is washed with water, dried over sodium sulfate and evaporated down in a rotary evaporat... Starting materials: C(C)OC(CCCC1=CC(=CC=C1)OC)=O (4(3-methoxyphenyl)butyric acid ethyl ester), II (iodine). Reagents/catalysts: FC(C(=O)[O-])(F)F.[Ag+] (silver trifluoroacetate). The solvent is C(Cl)Cl (methylene chloride). The product is C(C)OC(CCCC1=CC(=CC=C1I)OC)=O (4(6-iodo-3-methoxyphenyl)butyric acid ethyl ester). Reaction SMILES: [CH2:1]([O:3][C:4](=[O:16])[CH2:5][CH2:6][CH2:7][C:8]1[CH:13]=[CH:12][CH:11]=[C:10]([O:14][CH3:15])[CH:9]=1)[CH3:2].[I:17]I>C(Cl)Cl.FC(F)(F)C([O-])=O.[Ag+]>[CH2:1]([O:3][C:4](=[O:16])[CH2:5][CH2:6][CH2:7][C:8]1[C:13]([I:17])=[CH:12][CH:11]=[C:10]([O:14][CH3:15])[CH:9]=1)[CH3:2] |f:3.4|. Reported procedure: 4(3-methoxyphenyl)butyric acid ethyl ester is iodinated with iodine and silver trifluoroacetate in methylene chloride to give 4(6-iodo-3-methoxyphenyl)butyric acid ethyl ester. This compound is heated at 80° C. with methylthiolithium in dimethylformamide in the presence of CuO. The resulting product is hydrolyzed with NaOH to give 4(6-methylthio-3-methoxyphenyl)butyric acid, which is cyclyzed with polyphosphoric acid to obtain 5-methylthio-8-methoxy-1,2,3,4-tetrahydro-1-naphthalenone.